Dataset: the Open Reaction Database (ORD), a public repository of structured organic reaction records. Task: describe an organic reaction: reactants, conditions, products, and yield Reactants: CNC(=NC#N)NCCSCC=1N=C(SC1)CN(C)C (N-methyl-N'-2-([2-(dimethylaminomethyl)-4-thiazolyl]methylthio)ethyl-N"-cyanoguanidine), Cl (hydrochloric acid), C(C)O (ethanol). Conditions: time 4 day. Yields the product Cl.Cl.CNC(=NC(=O)N)NCCSCC=1N=C(SC1)CN(C)C (N-methyl-N'-2-([2-(dimethylaminomethyl)-4-thiazolyl]methylthio)ethyl-N"-aminocarbonylguanidine dihydrochloride). Reaction SMILES: [CH3:1][NH:2][C:3]([NH:7][CH2:8][CH2:9][S:10][CH2:11][C:12]1[N:13]=[C:14]([CH2:17][N:18]([CH3:20])[CH3:19])[S:15][CH:16]=1)=[N:4][C:5]#[N:6].[ClH:21].C([OH:24])C>>[ClH:21].[ClH:21].[CH3:1][NH:2][C:3]([NH:7][CH2:8][CH2:9][S:10][CH2:11][C:12]1[N:13]=[C:14]([CH2:17][N:18]([CH3:19])[CH3:20])[S:15][CH:16]=1)=[N:4][C:5]([NH2:6])=[O:24] |f:3.4.5|. Reported procedure: About 0.6 g. of N-methyl-N'-2-([2-(dimethylaminomethyl)-4-thiazolyl]methylthio)ethyl-N"-cyanoguanidine were dissolved in 8 ml. of 1.5 N aqueous hydrochloric acid. The resulting solution was allowed to remain at ambient temperature for about four days. Volatile constituents were then removed by evaporation in vacuo. The resulting residue, comprising N-methyl-N'-2-([2-(dimethylaminomethyl)-4-thiazolyl]methylthio)ethyl-N"-aminocarbonylguanidine dihydrochloride formed in the above reaction, was diss... Reactants: C[Mg+].[Br-] (MeMgBr), C(C)(C)(C)OC(NC1CCC(CC1)C(N(C)OC)=O)=O ([4-(methoxy-methyl-carbamoyl)-cyclohexyl]-carbamic acid tert-butyl ester), OS(=O)(=O)[O-].[Na+] (NaHSO4). The solvent is CCOCC (ether). Run at time 4 hour. The product is C(C)(C)(C)OC(NC1CCC(CC1)C(C)=O)=O ((4-acetyl-cyclohexyl)-carbamic acid tert-butyl ester). Isolated yield 79.9%. RXN SMILES: [C:1]([O:5][C:6](=[O:20])[NH:7][CH:8]1[CH2:13][CH2:12][CH:11]([C:14](=[O:19])N(OC)C)[CH2:10][CH2:9]1)([CH3:4])([CH3:3])[CH3:2].[CH3:21][Mg+].[Br-].OS([O-])(=O)=O.[Na+]>CCOCC>[C:1]([O:5][C:6](=[O:20])[NH:7][CH:8]1[CH2:9][CH2:10][CH:11]([C:14](=[O:19])[CH3:21])[CH2:12][CH2:13]1)([CH3:2])([CH3:3])[CH3:4] |f:1.2,3.4|. Procedure details: To a solution of [4-(methoxy-methyl-carbamoyl)-cyclohexyl]-carbamic acid tert-butyl ester (11 g, 38.4 mmol) in ether (200 mL), cooled to 0° C., was added MeMgBr (3M in ether, 32 mL, 96 mmol). The mixture was stirred 4 h at rt. 10% aq. NaHSO4 (200 mL) was carefully added. The two layers were decanted and the aq. layer was extracted with EA (100 mL). The combined org. layers were washed with brine, dried over Na2SO4, filtered and concentrated to dryness. The residue was purified by CC (Hept-EA 2:1... Reactants: BrCc1ccccc1, CN(C)C=O, [H-], [Na+], CCOC(=O)c1[nH]c2cccc3c2c1CCC3. Yields the product CCOC(=O)c1c2c3c(cccc3n1Cc1ccccc1)CCC2. Reaction SMILES: [Br:20][CH2:21][c:22]1[cH:23][cH:24][cH:25][cH:26][cH:27]1.[CH3:28][N:29]([CH3:30])[CH:31]=[O:32].[H-:18].[Na+:19].[nH:1]1[c:2]([C:13](=[O:14])[O:15][CH2:16][CH3:17])[c:3]2[c:4]3[c:5]([cH:6][cH:7][cH:8][c:9]13)[CH2:10][CH2:11][CH2:12]2>>[n:1]1([CH2:21][c:22]2[cH:23][cH:24][cH:25][cH:26][cH:27]2)[c:2]([C:13](=[O:14])[O:15][CH2:16][CH3:17])[c:3]2[c:4]3[c:5]([cH:6][cH:7][cH:8][c:9]13)[CH2:10][CH2:11][CH2:12]2. Reactants: CCOC(C)=O, CCCCCCCC(=O)c1ccc(OC)c2ccccc12, COC(C)(C)C, CO, CCCCCC, O=N[O-], [Na+], O, O=S(=O)(O)O. The product is CCCCCCC(=NO)C(=O)c1ccc(OC)c2ccccc12. RXN SMILES: [C:46]([O:47][CH2:48][CH3:49])(=[O:50])[CH3:51].[CH3:1][O:2][c:3]1[cH:4][cH:5][c:6]([C:13]([CH2:14][CH2:15][CH2:16][CH2:17][CH2:18][CH2:19][CH3:20])=[O:21])[c:7]2[cH:8][cH:9][cH:10][cH:11][c:12]12.[CH3:31][O:32][C:33]([CH3:34])([CH3:35])[CH3:36].[CH3:37][OH:38].[CH3:40][CH2:41][CH2:42][CH2:43][CH2:44][CH3:45].[N:27](=[O:28])[O-:29].[Na+:30].[OH2:39].[S:22](=[O:23])(=[O:24])([OH:25])[OH:26]>>[CH3:1][O:2][c:3]1[cH:4][cH:5][c:6]([C:13]([C:14]([CH2:15][CH2:16][CH2:17][CH2:18][CH2:19][CH3:20])=[N:27][OH:28])=[O:21])[c:7]2[cH:8][cH:9][cH:10][cH:11][c:12]12. Starting materials: O (water), C(=C)C1=C(C=CC=C1)C=C (divinylbenzene), styrene-divinylbenzene copolymer. Solvent: C1(=CC=CC=C1)C (toluene). The product is C=CC1=CC=CC=C1 (styrene), C(CCCC)O (amyl alcohol). Reaction SMILES: [CH:1]([C:3]1[CH:8]=[CH:7][CH:6]=[CH:5][C:4]=1[CH:9]=C)=[CH2:2].[OH2:11]>C1(C)C=CC=CC=1>[CH2:2]=[CH:1][C:3]1[CH:8]=[CH:7][CH:6]=[CH:5][CH:4]=1.[CH2:9]([OH:11])[CH2:4][CH2:3][CH2:1][CH3:2]. Procedure details: The sulfonated porous styrene-divinylbenzene copolymer particles can be produced by a known method. For example, such copolymer particles can be obtained by suspension polymerizing divinylbenzene and a styrene monomer in the presence of a water-insoluble organic solvent such as amyl alcohol, toluene or the like, isolating the produced particles, swelling them with a swelling agent such as dichloroethane, trichloroethane or the like, and adding thereto concentrated sulfuric acid or chlorosulfuric... Reactants: solution, ClC(=O)OCC1=CC=CC=C1 (benzyl chloroformate), resultant mixture, Cl.FC1=C(C=CC(=C1)S(=O)(=O)C)NC=1C2=C(N=CN1)C(=CO2)C2CCNCC2 (N-[2-Fluoro-4-(methylsulfonyl)phenyl]-7-(piperidin-4-yl)furo[3,2-d]pyrimidine-4-amine hydrochloride), O (water). The solvent is C(Cl)Cl (methylene chloride), N1=CC=CC=C1 (pyridine). The product is FC1=C(C=CC(=C1)S(=O)(=O)C)NC=1C2=C(N=CN1)C(=CO2)C2CCN(CC2)C(=O)OCC2=CC=CC=C2 (benzyl 4-(4-{[2-fluoro-4-(methylsulfonyl)phenyl]amino}furo[3,2-d]pyrimidin-7-yl)piperidine-1-carboxylate). Isolated yield 51.0%. RXN SMILES: Cl.[F:2][C:3]1[CH:8]=[C:7]([S:9]([CH3:12])(=[O:11])=[O:10])[CH:6]=[CH:5][C:4]=1[NH:13][C:14]1[C:15]2[O:22][CH:21]=[C:20]([CH:23]3[CH2:28][CH2:27][NH:26][CH2:25][CH2:24]3)[C:16]=2[N:17]=[CH:18][N:19]=1.Cl[C:30]([O:32][CH2:33][C:34]1[CH:39]=[CH:38][CH:37]=[CH:36][CH:35]=1)=[O:31].O>N1C=CC=CC=1.C(Cl)Cl>[F:2][C:3]1[CH:8]=[C:7]([S:9]([CH3:12])(=[O:10])=[O:11])[CH:6]=[CH:5][C:4]=1[NH:13][C:14]1[C:15]2[O:22][CH:21]=[C:20]([CH:23]3[CH2:28][CH2:27][N:26]([C:30]([O:32][CH2:33][C:34]4[CH:39]=[CH:38][CH:37]=[CH:36][CH:35]=4)=[O:31])[CH2:25][CH2:24]3)[C:16]=2[N:17]=[CH:18][N:19]=1 |f:0.1|. Reported procedure: N-[2-Fluoro-4-(methylsulfonyl)phenyl]-7-(piperidin-4-yl)furo[3,2-d]pyrimidine-4-amine hydrochloride (9.0 mg, 0.021 mmol) was dissolved in pyridine (0.4 mL), and a 0.25 mol/L solution of benzyl chloroformate in anhydrous methylene chloride (0.1 mL) was added dropwise slowly under ice-cooling, and then the resultant mixture was stirred for 15 minutes under ice-cooling, and water was added, followed by extraction with ethyl acetate. The organic layer was dried over anhydrous sodium sulfate and conc... Reactants: OC1=CC2=C(C(=CO2)CC(=O)O)C=C1 ((6-Hydroxy-1-benzofuran-3-yl)acetic acid), N[C@H](C(O)(C1=CC=CC=C1)C1=CC=CC=C1)C ((S)-2-amino-1,1-diphenylpropan-1-ol). Solvent: CO (methanol). Conditions: temperature 50 celsius, time 4 hour. The product is N[C@H](C(O)(C1=CC=CC=C1)C1=CC=CC=C1)C.OC1=CC2=C([C@@H](CO2)CC(=O)O)C=C1 ([(3S)-6-hydroxy-2,3-dihydro-1-benzofuran-3-yl]acetic acid (S)-2-amino-1,1-diphenylpropan-1-ol salt). Yield: 71.3%. Reaction SMILES: [OH:1][C:2]1[CH:14]=[CH:13][C:5]2[C:6]([CH2:9][C:10]([OH:12])=[O:11])=[CH:7][O:8][C:4]=2[CH:3]=1.[NH2:15][C@@H:16]([CH3:31])[C:17]([C:25]1[CH:30]=[CH:29][CH:28]=[CH:27][CH:26]=1)([C:19]1[CH:24]=[CH:23][CH:22]=[CH:21][CH:20]=1)[OH:18]>CO>[NH2:15][C@@H:16]([CH3:31])[C:17]([C:25]1[CH:30]=[CH:29][CH:28]=[CH:27][CH:26]=1)([C:19]1[CH:24]=[CH:23][CH:22]=[CH:21][CH:20]=1)[OH:18].[OH:1][C:2]1[CH:14]=[CH:13][C:5]2[C@H:6]([CH2:9][C:10]([OH:12])=[O:11])[CH2:7][O:8][C:4]=2[CH:3]=1 |f:3.4|. Reported procedure: (6-Hydroxy-1-benzofuran-3-yl)acetic acid (25 g), dichloro[(+)-1,2-bis((2R,5R)-2,5-diisopropylphosphorano)benzene]ruthenium (II)-N,N-dimethylformamide complex (19.1 mg) and (S)-2-amino-1,1-diphenylpropan-1-ol (29.5 g) were weighted in an autoclave and substituted with argon. Dehydrated methanol (250 mL) was added and the mixture was purged with hydrogen, pressurized under a hydrogen pressure (1.0 MPa), and reacted at 35° C. for 15 hr. The reaction mixture was concentrated under reduced pressure, ... Starting materials: C(C)(C)N(C(C)C)CC (N,N-diisopropylethylamine), C(C)OC(=O)C=1C=C2C(=C(NC2=CC1)C1=CC(=CC(=C1)C)C)CCNCCCCC1=CC=NC=C1 (2-(3,5-dimethylphenyl)- 3-[2-[4-(pyridin-4-yl)butylamino] ethyl]-1H-indole-5-carboxylic acid ethyl ester), ClC(=O)OCC1=CC=CC=C1 (benzyl chloroformate). Solvent: C(Cl)Cl (methylene chloride). Reaction conditions: time 2.5 hour. Product: C(C)OC(=O)C=1C=C2C(=C(NC2=CC1)C1=CC(=CC(=C1)C)C)CCN(CCCCC1=CC=NC=C1)C(=O)OCC1=CC=CC=C1 (3-[2-[benzyloxycarbonyl-[4-(pyridin-4-yl)butyl]amino]ethyl]-2-(3,5-dimethylphenyl)-1H-indole-5-carboxylic acid ethyl ester). As a reaction SMILES: [CH2:1]([O:3][C:4]([C:6]1[CH:7]=[C:8]2[C:12](=[CH:13][CH:14]=1)[NH:11][C:10]([C:15]1[CH:20]=[C:19]([CH3:21])[CH:18]=[C:17]([CH3:22])[CH:16]=1)=[C:9]2[CH2:23][CH2:24][NH:25][CH2:26][CH2:27][CH2:28][CH2:29][C:30]1[CH:35]=[CH:34][N:33]=[CH:32][CH:31]=1)=[O:5])[CH3:2].C(N(CC)C(C)C)(C)C.Cl[C:46]([O:48][CH2:49][C:50]1[CH:55]=[CH:54][CH:53]=[CH:52][CH:51]=1)=[O:47]>C(Cl)Cl>[CH2:1]([O:3][C:4]([C:6]1[CH:7]=[C:8]2[C:12](=[CH:13][CH:14]=1)[NH:11][C:10]([C:15]1[CH:16]=[C:17]([CH3:22])[CH:18]=[C:19]([CH3:21])[CH:20]=1)=[C:9]2[CH2:23][CH2:24][N:25]([C:46]([O:48][CH2:49][C:50]1[CH:55]=[CH:54][CH:53]=[CH:52][CH:51]=1)=[O:47])[CH2:26][CH2:27][CH2:28][CH2:29][C:30]1[CH:35]=[CH:34][N:33]=[CH:32][CH:31]=1)=[O:5])[CH3:2]. Reported procedure: A solution of 3.19 g (6.83 mmol) of 2-(3,5-dimethylphenyl)- 3-[2-[4-(pyridin-4-yl)butylamino] ethyl]-1H-indole-5-carboxylic acid ethyl ester in 25 mL of dry methylene chloride was stirred under nitrogen and cooled to -78° C. in a dry ice-acetone bath as 2.38 mL (1.76 g, 13.7 mmol) of N,N-diisopropylethylamine was added, followed by gradual addition of 3.4 mL (4.06 g; 23.7 mmol) of benzyl chloroformate by syringe, in portions. After about 2.5 hours, the solution was removed from the cooling bath ... The reactants are BrC=1C(=C(C=NC1)N)N (5-bromopyridine-3,4-diamine), acid, C(OCC)(OCC)OCC ((EtO)3CH). The product is BrC=1C2=C(C=NC1)N=CN2 (7-bromo-1H-imidazo[4,5-c]pyridine). Isolated yield 75.0%. As a reaction SMILES: [Br:1][C:2]1[C:3]([NH2:9])=[C:4]([NH2:8])[CH:5]=[N:6][CH:7]=1.[CH:10](OCC)(OCC)OCC>>[Br:1][C:2]1[C:3]2[NH:9][CH:10]=[N:8][C:4]=2[CH:5]=[N:6][CH:7]=1. Procedure: To a solution of 5-bromopyridine-3,4-diamine (12 g, 63 mmol) in (EtO)3CH (150 mL) was added camphorsulfuric acid (0.5 g). The reaction mixture was heated at reflux for 2 h then the EtOH was distilled to afford a solid. The solid was filtered to afford 9.5 g (75%) 7-bromo-1H-imidazo[4,5-c]pyridine as a white solid; MS (ESI) m/z: 199.0 [M+1]+.